This data is from the Open Reaction Database (ORD), a public repository of structured organic reaction records. The task is: describe an organic reaction: reactants, conditions, products, and yield Starting materials: C1(CC1)C(=O)N1[C@H](CCC2=C(C(=CC=C12)C=1C=NNC1)OC1=CC=CC=C1)C ((S)-cyclopropyl(2-methyl-5-phenoxy-6-(1H-pyrazol-4-yl)-3,4-dihydroquinolin-1(2H)-yl)methanone), C([O-])([O-])=O.[Cs+].[Cs+] (cesium carbonate), CN(C=O)C (N,N-dimethylformamide), BrC1CCS(CC1)(=O)=O (4-bromo-1λ6-thiane-1,1-dione). The solvent is C(C)(=O)OCC (ethyl acetate). Reaction conditions: temperature 100 celsius, time 4 hour. Product: C1(CC1)C(=O)N1[C@H](CCC2=C(C(=CC=C12)C=1C=NN(C1)C1CS(CCC1)(=O)=O)OC1=CC=CC=C1)C (3-{4-[(2S)-1-cyclopropanecarbonyl-2-methyl-5-phenoxy-1,2,3,4-tetrahydroquinolin-6-yl]-1H-pyrazol-1-yl}-1λ6-thiane-1,1-dione). As a reaction SMILES: [CH:1]1([C:4]([N:6]2[C:15]3[C:10](=[C:11]([O:21][C:22]4[CH:27]=[CH:26][CH:25]=[CH:24][CH:23]=4)[C:12]([C:16]4[CH:17]=[N:18][NH:19][CH:20]=4)=[CH:13][CH:14]=3)[CH2:9][CH2:8][C@@H:7]2[CH3:28])=[O:5])[CH2:3][CH2:2]1.C(=O)([O-])[O-].[Cs+].[Cs+].CN(C)C=O.Br[CH:41]1[CH2:46][CH2:45][S:44](=[O:48])(=[O:47])[CH2:43][CH2:42]1>C(OCC)(=O)C>[CH:1]1([C:4]([N:6]2[C:15]3[C:10](=[C:11]([O:21][C:22]4[CH:27]=[CH:26][CH:25]=[CH:24][CH:23]=4)[C:12]([C:16]4[CH:20]=[N:19][N:18]([CH:42]5[CH2:41][CH2:46][CH2:45][S:44](=[O:48])(=[O:47])[CH2:43]5)[CH:17]=4)=[CH:13][CH:14]=3)[CH2:9][CH2:8][C@@H:7]2[CH3:28])=[O:5])[CH2:2][CH2:3]1 |f:1.2.3|. Procedure: A 100-mL, round-bottom flask was charged with (S)-cyclopropyl(2-methyl-5-phenoxy-6-(1H-pyrazol-4-yl)-3,4-dihydroquinolin-1(2H)-yl)methanone (0.200 g, 0.56 mmol), cesium carbonate (0.114 g, 0.35 mmol), N,N-dimethylformamide (5 mL), and 4-bromo-1λ6-thiane-1,1-dione (0.114 g, 0.53 mmol). The resulting mixture stirred at 100° C. for 4 h and was then cooled to room temperature. The reaction mixture was diluted with ethyl acetate (50 mL) and washed with water (3×10 mL). The organic phase was dried ove... Reactants: CC(=O)C.C(=O)O.C(=O)O (acetone dicarboxylic acid), COC1OC(CC1)OC (2,5-Dimethoxytetrahydrofuran), [OH-].[Na+] (sodium hydroxide), ClC=1C=C(CN)C=CC1Cl (3,4-Dichlorobenzylamine). The solvent is P(=O)([O-])([O-])[O-] (phosphate), P(=O)([O-])([O-])[O-] (Phosphate), Cl (hydrochloric acid), Cl (hydrochloric acid). Reaction conditions: time 64 hour. The product is ClC=1C=C(C=CC1Cl)CN1C2CC(CC1CC2)=O (8-[(3,4-Dichlorophenyl)methyl]-8-azabicyclo[3.2.1]octan-3-one). RXN SMILES: CO[CH:3]1[CH2:7][CH2:6][CH:5](OC)[O:4]1.[Cl:10][C:11]1[CH:12]=[C:13]([CH:16]=[CH:17][C:18]=1[Cl:19])[CH2:14][NH2:15].[OH-].[Na+].[CH3:22][C:23]([CH3:25])=O.C(O)=O.C(O)=O>Cl.P([O-])([O-])([O-])=O>[Cl:10][C:11]1[CH:12]=[C:13]([CH2:14][N:15]2[CH:6]3[CH2:5][CH2:25][CH:23]2[CH2:22][C:3](=[O:4])[CH2:7]3)[CH:16]=[CH:17][C:18]=1[Cl:19] |f:2.3,4.5.6|. Reported procedure: 2,5-Dimethoxytetrahydrofuran (4.92 g) was stirred in hydrochloric acid (1M, 25 ml) for 1 hour. 3,4-Dichlorobenzylamine (5 ml) was added to hydrochloric acid (1M, 15 ml) and the resulting suspension was added to the first solution. Phosphate buffer solution (pH 5.5, 250 ml) was added followed by sodium hydroxide (1.6 g). A solution of acetone dicarboxylic acid (4.77 g) in phosphate buffer solution (pH 5.5, 90 ml) was added to the mixture and the solution was stirred. A yellow solid formed and the... Reactants: ClC1=NC2=C(N1[C@H]1[C@H](OC(C)=O)[C@H](OC(C)=O)[C@H](O1)COC(C)=O)C=C(C(=C2Br)Br)Br (2-Chloro-1-(2,3,5-tri-O-acetyl-β-D-ribofuranosyl)-4,5,6-tribromobenzimidazole), [C-]#N.[K+] (KCN). Solvent: CCO (EtOH), CCOC(=O)C (EtOAc). Run at time 6 hour. Product: ClC1=NC2=C(N1[C@H]1[C@H](O)[C@H](O)[C@H](O1)CO)C=C(C(=C2Br)Br)Br (2-Chloro-1-(β-D-ribofuranosyl)-4,5,6-tribromobenzimidazole). RXN SMILES: [Cl:1][C:2]1[N:6]([C@@H:7]2[O:19][C@H:18]([CH2:20][O:21]C(=O)C)[C@@H:13]([O:14]C(=O)C)[C@H:8]2[O:9]C(=O)C)[C:5]2[CH:25]=[C:26]([Br:31])[C:27]([Br:30])=[C:28]([Br:29])[C:4]=2[N:3]=1.[C-]#N.[K+]>CCO.CCOC(C)=O>[Cl:1][C:2]1[N:6]([C@@H:7]2[O:19][C@H:18]([CH2:20][OH:21])[C@@H:13]([OH:14])[C@H:8]2[OH:9])[C:5]2[CH:25]=[C:26]([Br:31])[C:27]([Br:30])=[C:28]([Br:29])[C:4]=2[N:3]=1 |f:1.2|. Procedure: A mixture of 0.430 g (0.664 mmol) of the blocked nucleoside (102) and 0.216 g (3.317 mmol) of KCN in 13 mL of 70% EtOH was stirred at room temperature for 6 hr. The reaction mixture was diluted with 75 mL of EtOAc. The EtOAc solution was washed with H2O (50 mL), sat. NaCl solution (50 mL), dried (Na2SO4), and evaporated. The residue was chromatographed on a silica column (1.9×15 cm, eluted successively with CHCl3, 1%, 2%, 3% MeOH/CHCl3). Evaporation of fractions 43-60 (10 mL per fraction) and re... Starting materials: C(CC)=C1C(CCC1)=O (propylidene cyclopentanone), [Na] (sodium), C(CC(=O)C)(=O)OC (methyl acetoacetate). Solvent: CO (methanol). Yields the product C(C)C1CC(C=C2CCCC12)=O (5-ethylbicyclo [4.3.0] non-1-en-3-one). Isolated yield 53.3%. Reaction SMILES: [CH:1](=[C:4]1[CH2:8][CH2:7][CH2:6][C:5]1=O)[CH2:2][CH3:3].[Na].C(OC)(=O)[CH2:12][C:13]([CH3:15])=[O:14]>CO>[CH2:2]([CH:1]1[CH:4]2[C:5]([CH2:6][CH2:7][CH2:8]2)=[CH:15][C:13](=[O:14])[CH2:12]1)[CH3:3] |^1:9|. Reported procedure: The procedure of Example 1 is repeated with 19.5 g (0.16 mol) of propylidene cyclopentanone, 0.46 g (0.02 g-atom) of sodium, 21 g (0.18 mol) of methyl acetoacetate and 100 ml of methanol. Fractional distillation yields 14 g (bp 95°-102° C. at 0.5 mm) of 5-ethylbicyclo [4.3.0] non-1-en-3-one having the structure: ##STR8##